From a dataset of the Open Reaction Database (ORD), a public repository of structured organic reaction records. describe an organic reaction: reactants, conditions, products, and yield The reactants are COC(=O)c1c(O)c2cc(Br)ccc2oc1=O, OB(O)c1ccc(Oc2ccccc2)cc1. The product is COC(=O)c1c(O)c2cc(-c3ccc(Oc4ccccc4)cc3)ccc2oc1=O. As a reaction SMILES: [CH3:1][O:2][C:3](=[O:4])[c:5]1[c:6](=[O:17])[o:7][c:8]2[cH:9][cH:10][c:11]([Br:16])[cH:12][c:13]2[c:14]1[OH:15].[O:18]([c:19]1[cH:20][cH:21][cH:22][cH:23][cH:24]1)[c:25]1[cH:26][cH:27][c:28]([B:31]([OH:32])[OH:33])[cH:29][cH:30]1>>[CH3:1][O:2][C:3](=[O:4])[c:5]1[c:6](=[O:17])[o:7][c:8]2[cH:9][cH:10][c:11](-[c:28]3[cH:27][cH:26][c:25]([O:18][c:19]4[cH:20][cH:21][cH:22][cH:23][cH:24]4)[cH:30][cH:29]3)[cH:12][c:13]2[c:14]1[OH:15]. Reactants: OCCOCCNC(C=C)=O (N-[2-(2-hydroxyethoxy)ethyl]acrylamide), [OH-].[K+] (potassium hydroxide), CI (methyl iodide). Run in O1CCCC1 (tetrahydrofuran). Run at temperature 60 celsius, time 2 hour. Product: COCCOCCNC(C=C)=O (N-[2-(2-methoxyethoxy)ethyl]acrylamide). As a reaction SMILES: [OH:1][CH2:2][CH2:3][O:4][CH2:5][CH2:6][NH:7][C:8](=[O:11])[CH:9]=[CH2:10].[OH-].[K+].[CH3:14]I>O1CCCC1>[CH3:14][O:1][CH2:2][CH2:3][O:4][CH2:5][CH2:6][NH:7][C:8](=[O:11])[CH:9]=[CH2:10] |f:1.2|. Procedure: N-[2-(2-hydroxyethoxy)ethyl]acrylamide (35.87 g), potassium hydroxide (15.2 g), tetrahydrofuran (100 g) and methyl iodide (33.58 g) were introduced into a 1 L eggplant type flask equipped with a reflux condenser and a magnetic rotor. A reaction was carried out at 45° C. for 2 hours and then for 2 hours at 60° C. as the mixture was being stirred. The salt that separated out was removed by filtration and the low boiling point components were removed by means of a rotary vacuum evaporator. Purifica...